From a dataset of the Open Reaction Database (ORD), a public repository of structured organic reaction records. describe an organic reaction: reactants, conditions, products, and yield Solvent: ClC(C)Cl (dichloroethane). The reagents and catalysts are C(C)(=O)[O-].[Pd+2].C(C)(=O)[O-] (palladium acetate). Yields the product CC(CCCC)=O (2-hexanone), C=CCCCC (1-hexene). As a reaction SMILES: [C:1]([O:5]O)(C)([CH3:3])[CH3:2].[CH2:7]=[CH:8][CH2:9][CH2:10][CH2:11][CH3:12]>C([O-])(=O)C.[Pd+2].C([O-])(=O)C.ClC(Cl)C>[CH3:2][C:1](=[O:5])[CH2:3][CH2:7][CH2:8][CH3:9].[CH2:7]=[CH:8][CH2:9][CH2:10][CH2:11][CH3:12] |f:2.3.4|. Procedure: 30 cm3 of 80% tert-butyl hydroperoxide (0.225 mole), 10 cc of 1-hexene (0.064 mole), 20 cc of dichloroethane and 220 mg of palladium acetate (0.001 mole) are introduced into a heat-insulated glass reactor. An argon atmosphere is applied and stirring is performed at a temperature of 60° C. After 4 hours, it is found that 66% of 1-hexene were converted and that 2-hexanone was formed with a molar selectivity of 83% with respect to the converted 1-hexene. Reactants: C=CCCCC (1-hexene), C(C)(C)(C)OO (tert-butyl hydroperoxide), C=CCCCC (1-hexene). Conditions: time 4 hour.